From a dataset of the Open Reaction Database (ORD), a public repository of structured organic reaction records. describe an organic reaction: reactants, conditions, products, and yield The reactants are COCCOCCO (2-(2-methoxyethoxy)ethanol), N(=NC(=O)OCC)C(=O)OCC (Diethyl azodicarboxylate), OC1=C(C=C2C(N(C=NC2=C1)COC(C(C)(C)C)=O)=O)OC (7-hydroxy-6-methoxy-3-((pivaloyloxy)methyl)-3,4-dihydroquinazolin-4-one), C1(=CC=CC=C1)P(C1=CC=CC=C1)C1=CC=CC=C1 (triphenylphosphine). The solvent is C(Cl)Cl (methylene chloride). Run at temperature 0 celsius, time 1.5 hour. The product is COC=1C=C2C(N(C=NC2=CC1OCCOCCOC)COC(C(C)(C)C)=O)=O (6-methoxy-7-(2-(2-methoxyethoxy)ethoxy)-3-((pivaloyloxy)methyl)-3,4-dihydroquinazolin-4-one). The yield is 106.7%. Reaction SMILES: N(C(OCC)=O)=NC(OCC)=O.[OH:13][C:14]1[CH:23]=[C:22]2[C:17]([C:18](=[O:32])[N:19]([CH2:24][O:25][C:26](=[O:31])[C:27]([CH3:30])([CH3:29])[CH3:28])[CH:20]=[N:21]2)=[CH:16][C:15]=1[O:33][CH3:34].C1(P(C2C=CC=CC=2)C2C=CC=CC=2)C=CC=CC=1.[CH3:54][O:55][CH2:56][CH2:57][O:58][CH2:59][CH2:60]O>C(Cl)Cl>[CH3:34][O:33][C:15]1[CH:16]=[C:17]2[C:22](=[CH:23][C:14]=1[O:13][CH2:60][CH2:59][O:58][CH2:57][CH2:56][O:55][CH3:54])[N:21]=[CH:20][N:19]([CH2:24][O:25][C:26](=[O:31])[C:27]([CH3:28])([CH3:29])[CH3:30])[C:18]2=[O:32]. Reported procedure: Diethyl azodicarboxylate (864 μl, 5.5 mmol) was added dropwise to a mixture of 7-hydroxy-6-methoxy-3-((pivaloyloxy)methyl)-3,4-dihydroquinazolin-4-one (1.2 g, 3.9 mmol) (prepared as described for the starting material in Example 12), triphenylphosphine (1.44 g, 5.5 mmol) and 2-(2-methoxyethoxy)ethanol (653 μl, 5.5 mmol) in methylene chloride (70 ml) cooled at 0° C. The mixture was stirred for 1.5 hours at ambient temperature and the solvent was removed by evaporation. The residue was purified by... Starting materials: C(C)(=O)NC=1SC=CC1C(=O)N (2-Acetylamino-thiophene-3-carboxylic acid amide), C(C)(=O)[O-].[Na+] (sodium acetate), BrBr (Bromine). Conditions: time 8 hour. Product: C(C)(=O)NC=1SC(=CC1C(=O)N)Br (2-Acetylamino-5-bromo-thiophene-3-carboxylic Acid Amide). Yield: 13.9%. RXN SMILES: [C:1]([NH:4][C:5]1[S:6][CH:7]=[CH:8][C:9]=1[C:10]([NH2:12])=[O:11])(=[O:3])[CH3:2].C([O-])(=O)C.[Na+].[Br:18]Br>>[C:1]([NH:4][C:5]1[S:6][C:7]([Br:18])=[CH:8][C:9]=1[C:10]([NH2:12])=[O:11])(=[O:3])[CH3:2] |f:1.2|. Procedure: 2-Acetylamino-thiophene-3-carboxylic acid amide (3.89 g, 27.4 mmol) was suspended in the aqueous solution of sodium acetate (2.47 g, 30.1 mmol)(136 mL). Bromine (1.4 mL, 27.4 mmol) was added dropwise to the solution. The resulting solution was stirred under nitrogen overnight. Once the LC-MS showed no remaining starting materials, the reaction mixture was then filtered and washed with water (50 mL). The filtrate was then purified utilizing a Gilson preparative. HPLC to give the above titled comp... Starting materials: C(C1=CC=CC=C1)N1N=CC=2C1=NC=C(C2C2=C(C=C(C=C2)F)C)NC ([1-benzyl-4-(4-fluoro-2-methyl-phenyl)-1H-pyrazolo[3,4-b]pyridin-5-yl]-methyl-amine), CCN(C(C)C)C(C)C (iPr2NEt), FC(C=1C=C(C=C(C1)C(F)(F)F)C(C(=O)Cl)(C)C)(F)F (2-(3,5-Bis-trifluoromethyl-phenyl)-2-methyl-propionyl chloride). The solvent is C(Cl)Cl (CH2Cl2), C(Cl)Cl (CH2Cl2). Run at temperature 40 celsius. Product: C(C1=CC=CC=C1)N1N=CC=2C1=NC=C(C2C2=C(C=C(C=C2)F)C)N(C(C(C)(C)C2=CC(=CC(=C2)C(F)(F)F)C(F)(F)F)=O)C (N-[1-Benzyl-4-(4-fluoro-2-methyl-phenyl)-1H-pyrazolo[3,4-b]pyridin-5-yl]-2-(3,5-bis-trifluoromethyl-phenyl)-N-methyl-isobutyramide). The yield is 83.0%. RXN SMILES: [CH2:1]([N:8]1[C:12]2=[N:13][CH:14]=[C:15]([NH:25][CH3:26])[C:16]([C:17]3[CH:22]=[CH:21][C:20]([F:23])=[CH:19][C:18]=3[CH3:24])=[C:11]2[CH:10]=[N:9]1)[C:2]1[CH:7]=[CH:6][CH:5]=[CH:4][CH:3]=1.CCN(C(C)C)C(C)C.[F:36][C:37]([F:55])([F:54])[C:38]1[CH:39]=[C:40]([C:48]([CH3:53])([CH3:52])[C:49](Cl)=[O:50])[CH:41]=[C:42]([C:44]([F:47])([F:46])[F:45])[CH:43]=1>C(Cl)Cl>[CH2:1]([N:8]1[C:12]2=[N:13][CH:14]=[C:15]([N:25]([CH3:26])[C:49](=[O:50])[C:48]([C:40]3[CH:39]=[C:38]([C:37]([F:55])([F:54])[F:36])[CH:43]=[C:42]([C:44]([F:47])([F:46])[F:45])[CH:41]=3)([CH3:53])[CH3:52])[C:16]([C:17]3[CH:22]=[CH:21][C:20]([F:23])=[CH:19][C:18]=3[CH3:24])=[C:11]2[CH:10]=[N:9]1)[C:2]1[CH:7]=[CH:6][CH:5]=[CH:4][CH:3]=1. Procedure details: To a solution of [1-benzyl-4-(4-fluoro-2-methyl-phenyl)-1H-pyrazolo[3,4-b]pyridin-5-yl]-methyl-amine (2.125 g, 6.13 mmol) in CH2Cl2 (30 mL) was added iPr2NEt (2.14 mL, 12.3 mmol) and 2-(3,5-Bis-trifluoromethyl-phenyl)-2-methyl-propionyl chloride (described in J. Org. Chem, 2006, 71, 2000-2008, 2.93 g, 9.20 mmol). The reaction mixture was heated at 40° C. for 2 hours, diluted with CH2Cl2 (100 mL), and washed with H2O. The organic phase was dried over Na2SO4, concentrated under vacuo, and column c... The reactants are COC(C(C)C1=CC(=C(C=C1)CC1C(CCC1)=O)Cl)=O (methyl-2-[3-chloro-4-(2-oxocyclopentane-1-yl methyl)phenyl]propionate), CCCCCC (hexane), B.[Na] (sodium boron hydride), O (water). Solvent: CO (methanol). The product is COC(C(C)C1=CC(=C(C=C1)C[C@H]1[C@H](CCC1)O)Cl)=O (methyl-2-[3-chloro-4-(cis-2-hydroxycyclopentane-1-yl methyl) phenyl]propionate), COC(C(C)C1=CC(=C(C=C1)C[C@H]1[C@@H](CCC1)O)Cl)=O (methyl-2-[3-chloro-4-(trans-2-hydroxycyclopentane-1-yl methyl) phenyl]propionate). Yield: 48.0%. As a reaction SMILES: [CH3:1][O:2][C:3](=[O:20])[CH:4]([C:6]1[CH:11]=[CH:10][C:9]([CH2:12][CH:13]2[CH2:17][CH2:16][CH2:15][C:14]2=[O:18])=[C:8]([Cl:19])[CH:7]=1)[CH3:5].B.[Na].O.CCCCCC>CO>[CH3:1][O:2][C:3](=[O:20])[CH:4]([C:6]1[CH:11]=[CH:10][C:9]([CH2:12][C@@H:13]2[CH2:17][CH2:16][CH2:15][C@@H:14]2[OH:18])=[C:8]([Cl:19])[CH:7]=1)[CH3:5].[CH3:1][O:2][C:3](=[O:20])[CH:4]([C:6]1[CH:11]=[CH:10][C:9]([CH2:12][C@@H:13]2[CH2:17][CH2:16][CH2:15][C@H:14]2[OH:18])=[C:8]([Cl:19])[CH:7]=1)[CH3:5] |f:1.2,^1:21|. Procedure: 7 g of methyl-2-[3-chloro-4-(2-oxocyclopentane-1-yl methyl)phenyl]propionate were dissolved in 40 ml of methanol and then incorporated with 0.9 g of sodium boron hydride under agitation at room temperature, agitated at room temperature for 30 minutes, incorporated with 100 ml of water and then extracted with 100 ml of ethyl acetate. The extract obtained was washed with water, dried and then freed of the solvent at a reduced pressure to obtain a mixture of trans-form and cis-form bodies. The thus...